This data is from the Open Reaction Database (ORD), a public repository of structured organic reaction records. The task is: describe an organic reaction: reactants, conditions, products, and yield The reactants are BrC1=CC=2C3=C(C=NC2C=C1)N(C(N3C=3C(=NN(C3C)CCO[Si](C)(C)C(C)(C)C)C)=O)C (8-Bromo-1-{1-[2-(tert-butyl-dimethyl-silanyloxy)-ethyl]-3,5-dimethyl-1H-pyrazol-4-yl}-3-methyl-1,3-dihydro-imidazo[4,5-c]quinolin-2-one), C(C)NC=1C(=NC=C(C1)B1OC(C(O1)(C)C)(C)C)C (ethyl-[2-methyl-5-(4,4,5,5-tetramethyl-[1,3,2]dioxaborolan-2-yl)-pyridin-3-yl]-amine). Product: C(C)NC=1C=C(C=NC1C)C1=CC=2C3=C(C=NC2C=C1)N(C(N3C=3C(=NN(C3C)CCO)C)=O)C (8-(5-Ethylamino-6-methyl-pyridin-3-yl)-1-[1-(2-hydroxy-ethyl)-3,5-dimethyl-1H-pyrazol-4-yl]-3-methyl-1,3-dihydro-imidazo[4,5-c]quinolin-2-one). As a reaction SMILES: Br[C:2]1[CH:11]=[CH:10][C:9]2[N:8]=[CH:7][C:6]3[N:12]([CH3:33])[C:13](=[O:32])[N:14]([C:15]4[C:16]([CH3:31])=[N:17][N:18]([CH2:21][CH2:22][O:23][Si](C(C)(C)C)(C)C)[C:19]=4[CH3:20])[C:5]=3[C:4]=2[CH:3]=1.[CH2:34]([NH:36][C:37]1[C:38]([CH3:52])=[N:39][CH:40]=[C:41](B2OC(C)(C)C(C)(C)O2)[CH:42]=1)[CH3:35]>>[CH2:34]([NH:36][C:37]1[CH:42]=[C:41]([C:2]2[CH:11]=[CH:10][C:9]3[N:8]=[CH:7][C:6]4[N:12]([CH3:33])[C:13](=[O:32])[N:14]([C:15]5[C:16]([CH3:31])=[N:17][N:18]([CH2:21][CH2:22][OH:23])[C:19]=5[CH3:20])[C:5]=4[C:4]=3[CH:3]=2)[CH:40]=[N:39][C:38]=1[CH3:52])[CH3:35]. Procedure details: The title compound was synthesized in a similar manner as described for Example 1.1 using 8-Bromo-1-{1-[2-(tert-butyl-dimethyl-silanyloxy)-ethyl]-3,5-dimethyl-1H-pyrazol-4-yl}-3-methyl-1,3-dihydro-imidazo[4,5-c]quinolin-2-one (stage 210.1.1) and ethyl-[2-methyl-5-(4,4,5,5-tetramethyl-[1,3,2]dioxaborolan-2-yl)-pyridin-3-yl]-amine (Stage 87.1.1) to give the title compound as an off-white solid; deprotection of the silyl group occurred during the purification step. (HPLC: tR 2.16 min (Method A); M+... RXN SMILES: [CH3:30][CH2:31][O:32][C:33](=[O:34])[CH3:35].[Cl:21][c:22]1[cH:23][cH:24][c:25]([CH2:26][Br:27])[cH:28][cH:29]1.[H-:1].[Na+:2].[O:3]=[CH:4][N:5]([CH3:6])[CH3:7].[O:8]=[c:9]1[nH:10][c:11]2[cH:12][cH:13][cH:14][cH:15][c:16]2[cH:17][c:18]1[CH:19]=[O:20].[OH2:36]>>[O:8]=[c:9]1[n:10]([CH2:26][c:25]2[cH:24][cH:23][c:22]([Cl:21])[cH:29][cH:28]2)[c:11]2[cH:12][cH:13][cH:14][cH:15][c:16]2[cH:17][c:18]1[CH:19]=[O:20]. Reactants: CCOC(C)=O, Clc1ccc(CBr)cc1, [H-], [Na+], CN(C)C=O, O=Cc1cc2ccccc2[nH]c1=O, O. Yields the product O=Cc1cc2ccccc2n(Cc2ccc(Cl)cc2)c1=O. The reactants are O=C(NC1CCCCC1C=2C=CC=CC2)C(F)(F)F. Reagents/catalysts: O=S(=O)([O-])CC=1C=NC(=CC1)C2=NC=C(C=C2)C.CCCC[N+](CCCC)(CCCC)CCCC, O1B(OC(C)(C)C1(C)C)B2OC(C)(C)C(O2)(C)C, C[OH2+].C[OH2+].C1CC=CCCC=C1.C1CC=CCCC=C1.[Ir].[Ir]. Run in O1CCCC1. Reaction conditions: temperature 50 celsius, time 20 hour. Yields the product O=C(NC1CCCCC1C=2C=CC=C(C2)B3OC(C)(C)C(O3)(C)C)C(F)(F)F, O=C(NC1CCCCC1C=2C=C(C=C(C2)B3OC(C)(C)C(O3)(C)C)B4OC(C)(C)C(O4)(C)C)C(F)(F)F. Isolated yield 22.0%. Procedure: Following general procedure F using trans‐12a (67.8 mg, 0.25 mmol), B2pin2 (127 mg, 0.50 mmol), [Ir(COD)OMe]2 (2.5 mg, 0.00375 mmol) and 1a (3.8 mg, 0.0075 mmol) in THF (1.25 mL). Stirred in vial at 50 °C for 20 hours. Analysis of crude 1 H NMR using internal standard 1,2‐dimethoxyethane showed 11.2:3.9:1 meta:dimeta:para borylation (overall meta:para ratio of 15.1:1) in 91% yield (with 9% unreacted starting material). The crude product was purified by silica gel chromatography (10% EtOAc in Pet... Starting materials: CO, CCOC(C)=O, CCOC(=O)c1cc(CSc2ncccc2C(=O)Nc2cc(C)cc(C)c2)ccn1, [Na+], [OH-]. The product is Cc1cc(C)cc(NC(=O)c2cccnc2SCc2ccnc(C(=O)O)c2)c1. RXN SMILES: [CH3:33][OH:34].[CH3:35][CH2:36][O:37][C:38](=[O:39])[CH3:40].[CH3:3][c:4]1[cH:5][c:6]([NH:11][C:12](=[O:13])[c:14]2[c:15]([S:20][CH2:21][c:22]3[cH:23][c:24]([C:28](=[O:29])[O:30][CH2:31][CH3:32])[n:25][cH:26][cH:27]3)[n:16][cH:17][cH:18][cH:19]2)[cH:7][c:8]([CH3:10])[cH:9]1.[Na+:2].[OH-:1]>>[CH3:3][c:4]1[cH:5][c:6]([NH:11][C:12](=[O:13])[c:14]2[c:15]([S:20][CH2:21][c:22]3[cH:23][c:24]([C:28](=[O:29])[OH:30])[n:25][cH:26][cH:27]3)[n:16][cH:17][cH:18][cH:19]2)[cH:7][c:8]([CH3:10])[cH:9]1.